Dataset: the Open Reaction Database (ORD), a public repository of structured organic reaction records. Task: describe an organic reaction: reactants, conditions, products, and yield The reactants are CC1(C)CCCC(C)(C)N1O, CC(C)=O, CC(C)O, O=c1n(Cl)c(=O)n(Cl)c(=O)n1Cl, C[SiH](C)OC(c1cccc(CO)c1[N+](=O)[O-])C(C)(C)C, [Na+], O=C([O-])O. Yields the product C[SiH](C)OC(c1cccc(C(=O)O)c1[N+](=O)[O-])C(C)(C)C. RXN SMILES: [CH3:26][C:27]1([CH3:36])[N:28]([O:29])[C:30]([CH3:31])([CH3:32])[CH2:33][CH2:34][CH2:35]1.[CH3:49][C:50](=[O:51])[CH3:52].[CH3:53][CH:54]([OH:55])[CH3:56].[Cl:37][n:38]1[c:39](=[O:40])[n:41]([Cl:42])[c:43](=[O:44])[n:45]([Cl:46])[c:47]1=[O:48].[N+:6](=[O:7])([O-:8])[c:9]1[c:10]([CH2:24][OH:25])[cH:11][cH:12][cH:13][c:14]1[CH:15]([O:16][SiH:17]([CH3:18])[CH3:19])[C:20]([CH3:21])([CH3:22])[CH3:23].[Na+:5].[O-:1][C:2](=[O:3])[OH:4]>>[O:1]=[C:2]([OH:4])[c:10]1[c:9]([N+:6](=[O:7])[O-:8])[c:14]([CH:15]([O:16][SiH:17]([CH3:18])[CH3:19])[C:20]([CH3:21])([CH3:22])[CH3:23])[cH:13][cH:12][cH:11]1. Starting materials: [Br-], CON(C)C(=O)c1ccc(Br)cc1F, C1CCOC1, C[Mg+], CCOCC. Product: CC(=O)c1ccc(Br)cc1F. Reaction SMILES: [Br-:15].[Br:1][c:2]1[cH:3][c:4]([F:14])[c:5]([C:6](=[O:7])[N:8]([O:9][CH3:10])[CH3:11])[cH:12][cH:13]1.[CH2:23]1[O:24][CH2:25][CH2:26][CH2:27]1.[CH3:16][Mg+:17].[CH3:18][CH2:19][O:20][CH2:21][CH3:22]>>[Br:1][c:2]1[cH:3][c:4]([F:14])[c:5]([C:6](=[O:7])[CH3:18])[cH:12][cH:13]1. The reactants are COCC1=C(N)C=CC=C1 (2-Methoxymethylaniline), C(CCC)(=O)C=1C=NC2=C(C=CC=C2C1Cl)OC (3-butyryl-4-chloro-8-methoxyquinoline). Solvent: O1CCOCC1 (1,4-dioxan). The product is C(CCC)(=O)C=1C=NC2=C(C=CC=C2C1NC1=C(C=CC=C1)COC)OC (3-butyryl-4-(2-methoxymethyl-phenylamino)-8-methoxyquinoline). Reaction SMILES: [CH3:1][O:2][CH2:3][C:4]1[CH:10]=[CH:9][CH:8]=[CH:7][C:5]=1[NH2:6].[C:11]([C:16]1[CH:17]=[N:18][C:19]2[C:24]([C:25]=1Cl)=[CH:23][CH:22]=[CH:21][C:20]=2[O:27][CH3:28])(=[O:15])[CH2:12][CH2:13][CH3:14]>O1CCOCC1>[C:11]([C:16]1[CH:17]=[N:18][C:19]2[C:24]([C:25]=1[NH:6][C:5]1[CH:7]=[CH:8][CH:9]=[CH:10][C:4]=1[CH2:3][O:2][CH3:1])=[CH:23][CH:22]=[CH:21][C:20]=2[O:27][CH3:28])(=[O:15])[CH2:12][CH2:13][CH3:14]. Procedure: 2-Methoxymethylaniline (1.0 g, 7.2 mmol) and 3-butyryl-4-chloro-8-methoxyquinoline (1.9 g, 7.2 mmol) were heated together under reflux in 1,4-dioxan (50 ml) for 2 hours. The solvent was evaporated and the residue dissolved in dichloromethane, washed with water, sodium hydrogen carbonate solution and brine, dried and evaporated. Recrystallisation from ethanol-water afforded 3-butyryl-4-(2-methoxymethyl-phenylamino)-8-methoxyquinoline, m.p. 128°-30°. Reactants: CC(C)(C)OC(=O)N1CCCC(=O)CC1, NOCc1ccccc1, CC(=O)[O-], CO, Cl, [NH4+]. Product: CC(C)(C)OC(=O)N1CCCC(N)CC1. As a reaction SMILES: [C:1]([CH3:2])([CH3:3])([CH3:4])[O:5][C:6](=[O:7])[N:8]1[CH2:9][CH2:10][C:11](=[O:15])[CH2:12][CH2:13][CH2:14]1.[CH2:17]([O:18][NH2:25])[c:19]1[cH:20][cH:21][cH:22][cH:23][cH:24]1.[CH3:27][C:28](=[O:29])[O-:30].[CH3:31][OH:32].[ClH:16].[NH4+:26]>>[C:1]([CH3:2])([CH3:3])([CH3:4])[O:5][C:6](=[O:7])[N:8]1[CH2:9][CH2:10][CH:11]([NH2:25])[CH2:12][CH2:13][CH2:14]1. The reactants are Cl.NO (hydroxylamine hydrochloride), N1=CC=CC=C1 (pyridine), C(C)OC(=O)C=1C(C2=CC(=CC=C2C1C1=CC=CC=C1)OC)=O (6-Methoxy-1-oxo-3-phenyl-1H-indene-2-carboxylic acid ethyl ester). The solvent is C(C)O (ethanol). Product: C(C)OC(=O)C=1C(C2=CC(=CC=C2C1C1=CC=CC=C1)OC)=NO (1-hydroxyimino-6-methoxy-3-phenyl-1H-indene-2-carboxylic Acid Ethyl Ester). The yield is 79.8%. Reaction SMILES: [CH2:1]([O:3][C:4]([C:6]1[C:7](=O)[C:8]2[C:13]([C:14]=1[C:15]1[CH:20]=[CH:19][CH:18]=[CH:17][CH:16]=1)=[CH:12][CH:11]=[C:10]([O:21][CH3:22])[CH:9]=2)=[O:5])[CH3:2].Cl.[NH2:25][OH:26].N1C=CC=CC=1>C(O)C>[CH2:1]([O:3][C:4]([C:6]1[C:7](=[N:25][OH:26])[C:8]2[C:13]([C:14]=1[C:15]1[CH:20]=[CH:19][CH:18]=[CH:17][CH:16]=1)=[CH:12][CH:11]=[C:10]([O:21][CH3:22])[CH:9]=2)=[O:5])[CH3:2] |f:1.2|. Procedure details: 6-Methoxy-1-oxo-3-phenyl-1H-indene-2-carboxylic acid ethyl ester (1.6 g, 5.19 mmol) obtained in Example 1 was dissolved in ethanol (100 mL), hydroxylamine hydrochloride (1.08 g, 15.57 mmol) and pyridine (1.64 g, 1.68 mL, 20.76 mmol) were added thereto, refluxed for 1 hr, and cooled to RT. The resulting mixture washed with saturated sodium bicarbonate and extracted with ethyl acetate. The organic layer was separated, dried over anhydrous MgSO4 and concentrated under a reduced pressure. The result... The reactants are [Al+3], CCOC(C)=O, CCCCCC, [H-], [H-], [H-], [H-], I, [Li+], C1CCOC1, CCOC(=O)c1ccc2c(c1)CC(CO)O2. Product: OCc1ccc2c(c1)CC(CO)O2. Reaction SMILES: [Al+3:18].[C:29]([O:30][CH2:31][CH3:32])(=[O:33])[CH3:34].[CH3:23][CH2:24][CH2:25][CH2:26][CH2:27][CH3:28].[H-:17].[H-:20].[H-:21].[H-:22].[I:35].[Li+:19].[O:36]1[CH2:37][CH2:38][CH2:39][CH2:40]1.[OH:1][CH2:2][CH:3]1[O:4][c:5]2[c:6]([cH:8][c:9]([C:12](=[O:13])[O:14][CH2:15][CH3:16])[cH:10][cH:11]2)[CH2:7]1>>[OH:1][CH2:2][CH:3]1[O:4][c:5]2[c:6]([cH:8][c:9]([CH2:12][OH:13])[cH:10][cH:11]2)[CH2:7]1. Reactants: C(C)(C)(C)OC([C@H](CC(=O)N1CC(CCC1)NC(CCC1CCN(CC1)C(=O)OC(C)(C)C)=O)NC(=O)OCC1=CC=CC=C1)=O (4-(3-{3-(1-tert-butoxycarbonyl-4-piperidyl)propionylamino}-1-piperidyl]-4-oxo-2(S)benzyloxycarbonylaminobutyric acid tert-butyl ester). The reagents and catalysts are [Pd] (Pd—C). Solvent: O1CCCC1 (tetrahydrofuran), CO (methanol). Conditions: time 6 hour. Yields the product C(C)(C)(C)OC([C@H](CC(=O)N1CC(CCC1)NC(CCC1CCN(CC1)C(=O)OC(C)(C)C)=O)N)=O (4-[3-{3-(1-tert-butoxycarbonyl-4-piperidyl)propionylamino}-1-piperidyl]-4-oxo-2(S)-aminobutyric acid tert-butyl ester). Yield: 100.1%. RXN SMILES: [C:1]([O:5][C:6](=[O:46])[C@@H:7]([NH:35]C(OCC1C=CC=CC=1)=O)[CH2:8][C:9]([N:11]1[CH2:16][CH2:15][CH2:14][CH:13]([NH:17][C:18](=[O:34])[CH2:19][CH2:20][CH:21]2[CH2:26][CH2:25][N:24]([C:27]([O:29][C:30]([CH3:33])([CH3:32])[CH3:31])=[O:28])[CH2:23][CH2:22]2)[CH2:12]1)=[O:10])([CH3:4])([CH3:3])[CH3:2]>O1CCCC1.CO.[Pd]>[C:1]([O:5][C:6](=[O:46])[C@@H:7]([NH2:35])[CH2:8][C:9]([N:11]1[CH2:16][CH2:15][CH2:14][CH:13]([NH:17][C:18](=[O:34])[CH2:19][CH2:20][CH:21]2[CH2:26][CH2:25][N:24]([C:27]([O:29][C:30]([CH3:33])([CH3:32])[CH3:31])=[O:28])[CH2:23][CH2:22]2)[CH2:12]1)=[O:10])([CH3:4])([CH3:2])[CH3:3]. Procedure details: The solution of 4-(3-{3-(1-tert-butoxycarbonyl-4-piperidyl)propionylamino}-1-piperidyl]-4-oxo-2(S)benzyloxycarbonylaminobutyric acid tert-butyl ester (1.35 g) in tetrahydrofuran (10 ml) and methanol (10 ml) was added 10% Pd—C (0.27 g, 50% wet) was hydrogenated at atmospheric pressure for 6 hours. After the catalyst was removed by filtration, the filtrate was concentrated in vacuo to give 4-[3-{3-(1-tert-butoxycarbonyl-4-piperidyl)propionylamino}-1-piperidyl]-4-oxo-2(S)-aminobutyric acid tert-but... Yields the product CONCc1cnc(Cl)c(Cl)c1. The reactants are CON(Cc1cnc(Cl)c(Cl)c1)C(=O)OC(C)(C)C, Cl, O. RXN SMILES: [Cl:2][c:3]1[cH:4][c:5]([CH2:10][N:11]([C:12](=[O:13])[O:14][C:15]([CH3:16])([CH3:17])[CH3:18])[O:19][CH3:20])[cH:6][n:7][c:8]1[Cl:9].[ClH:1].[OH2:21]>>[Cl:2][c:3]1[cH:4][c:5]([CH2:10][NH:11][O:19][CH3:20])[cH:6][n:7][c:8]1[Cl:9].